This data is from the Open Reaction Database (ORD), a public repository of structured organic reaction records. The task is: describe an organic reaction: reactants, conditions, products, and yield As a reaction SMILES: [CH2:13]([CH:14]=[CH2:15])[c:16]1[c:17]([C:24](=[O:25])[c:26]2[cH:27][cH:28][c:29]([CH:32]([CH3:33])[CH3:34])[cH:30][cH:31]2)[c:18]([NH2:23])[cH:19][cH:20][c:21]1[OH:22].[CH3:35][CH2:36][O:37][CH2:38][CH3:39].[K+:12].[N+:1](=[N-:2])=[CH2:3].[N:4]([N:5]([CH3:6])[C:7]([NH2:8])=[O:9])=[O:10].[OH-:11]>>[CH2:3]1[CH:14]([CH2:13][c:16]2[c:17]([C:24](=[O:25])[c:26]3[cH:27][cH:28][c:29]([CH:32]([CH3:33])[CH3:34])[cH:30][cH:31]3)[c:18]([NH2:23])[cH:19][cH:20][c:21]2[OH:22])[CH2:15]1. The reactants are C=CCc1c(O)ccc(N)c1C(=O)c1ccc(C(C)C)cc1, CCOCC, [K+], C=[N+]=[N-], CN(N=O)C(N)=O, [OH-]. Yields the product CC(C)c1ccc(C(=O)c2c(N)ccc(O)c2CC2CC2)cc1. Reactants: C(=O)(OC(C)(C)C)N1C=C(C2=CC(=CC=C12)C#N)[C@@H]1C[C@@H](CC1)N(C)CC1=CC=CC=C1 (cis-1-BOC-3-[3-(N-benzyl-N-methylamino)-cyclopentyl]-1H-indole-5-carbonitrile), C=O (formaldehyde), C(C)(=O)O (acetic acid). The reagents and catalysts are [Pd] (palladium on carbon). Solvent: C(Cl)Cl (methylene chloride), CO (methanol). Run at time 4 hour. The product is CN([C@H]1C[C@H](CC1)C1=CNC2=CC=C(C=C12)C#N)C (cis-3-(3-dimethylaminocyclopentyl)-1H-indole-5-carbonitrile). The yield is 39.5%. As a reaction SMILES: C([N:8]1[C:16]2[C:11](=[CH:12][C:13]([C:17]#[N:18])=[CH:14][CH:15]=2)[C:10]([C@H:19]2[CH2:23][CH2:22][C@@H:21]([N:24]([CH2:26]C3C=CC=CC=3)[CH3:25])[CH2:20]2)=[CH:9]1)(OC(C)(C)C)=O.C=O.C(O)(=O)C>[Pd].C(Cl)Cl.CO>[CH3:25][N:24]([CH3:26])[C@@H:21]1[CH2:22][CH2:23][C@H:19]([C:10]2[C:11]3[C:16](=[CH:15][CH:14]=[C:13]([C:17]#[N:18])[CH:12]=3)[NH:8][CH:9]=2)[CH2:20]1. Reported procedure: A mixture of cis-1-BOC-3-[3-(N-benzyl-N-methylamino)-cyclopentyl]-1H-indole-5-carbonitrile (500 mg, 1.2 mMol), 10% palladium on carbon (200 mg), formaldehyde (1.2 mL of 30% aqueous, 12 mMol), and acetic acid (0.1 mL) in methylene chloride (10 mL) and methanol (20 mL) was stirred under hydrogen (balloon pressure) for 4 h. The mixture was filtered and the filtrate was concentrated in vacuo. The residue was dissolved in methylene chloride (10 mL) and trifluoroacetic acid (3 mL) and stirred for 18 h... As a reaction SMILES: [CH:41]([Cl:42])([Cl:43])[Cl:44].[Cl:35][P:36]([Cl:37])([Cl:38])([Cl:39])[Cl:40].[Cl:45][CH2:46][Cl:47].[OH2:48].[cH:29]1[cH:30][cH:31][n:32][cH:33][cH:34]1.[n:1]1([CH2:6][CH2:7][CH2:8][CH2:9][CH2:10][O:11][c:12]2[cH:13][cH:14][c:15]([O:16][CH2:17][CH2:18][CH2:19][CH2:20][C:21]([C:22](=[O:23])[NH2:24])([CH3:25])[CH3:26])[cH:27][cH:28]2)[cH:2][n:3][cH:4][cH:5]1>>[n:1]1([CH2:6][CH2:7][CH2:8][CH2:9][CH2:10][O:11][c:12]2[cH:13][cH:14][c:15]([O:16][CH2:17][CH2:18][CH2:19][CH2:20][C:21]([C:22]#[N:24])([CH3:25])[CH3:26])[cH:27][cH:28]2)[cH:2][n:3][cH:4][cH:5]1. Yields the product CC(C)(C#N)CCCCOc1ccc(OCCCCCn2ccnc2)cc1. Starting materials: ClC(Cl)Cl, ClP(Cl)(Cl)(Cl)Cl, ClCCl, O, c1ccncc1, CC(C)(CCCCOc1ccc(OCCCCCn2ccnc2)cc1)C(N)=O. Starting materials: C(C)OC(=O)COCC1=NN=C(N1CC1=CC=C(C=C1)OC)S (3-(ethoxycarbonylmethoxymethyl)-4(p-methoxybenzyl)-1,2,4-triazole-5-thiol), C(C)OC(=O)COCC(=O)NN (ethoxycarbonylmethoxyacetohydrazide), [OH-].[Na+] (sodium hydroxide). Product: C(=O)(O)COCC1=NNC(=N1)S (3-(Carboxymethoxymethyl)-1,2,4-triazole-5-thiol). RXN SMILES: C([O:3][C:4]([CH2:6][O:7][CH2:8][C:9]1[N:13](CC2C=CC(OC)=CC=2)[C:12]([SH:23])=[N:11][N:10]=1)=[O:5])C.C(OC(COCC(NN)=O)=O)C.[OH-].[Na+]>>[C:4]([CH2:6][O:7][CH2:8][C:9]1[N:13]=[C:12]([SH:23])[NH:11][N:10]=1)([OH:5])=[O:3] |f:2.3|. Procedure: By employing a procedure similar to that described in Example XVI, Part A, 3-(ethoxycarbonylmethoxymethyl)-4(p-methoxybenzyl)-1,2,4-triazole-5-thiol was prepared from ethoxycarbonylmethoxyacetohydrazide. The ethoxycarbonyl group was then hydrolyzed to the free acid using aqueous 2N sodium hydroxide, and the p-methoxybenzyl blocking group was thereafter removed by using trifluoroacetic acid in a manner similar to that earlier described in Example XVI, Part B to finally give pure 3-(carboxymethoxy... The solvent is O1CCCC1 (tetrahydrofuran), O1CCCC1 (tetrahydrofuran). Procedure details: A mixture of 2-(4-fluorophenyl)-3H-imidazo[4,5-b]pyridine-3-acetic acid (5.0 g, 0.01845 mole) and 1,1'-carbonyldiimidazole (2.99 g, 0.01845 mole) was stirred at room temperature in dry tetrahydrofuran (100 ml) for three hours with a stream of nitrogen bubbling through it. A solution of methylamine in tetrahydrofuran (37 ml of a 3.03M solution, 0.111 mole) was added and the reaction mixture was stirred at room temperature under nitrogen overnight. The solvents were removed under reduced pressure ... The yield is 43.9%. Run at time 8 hour. Starting materials: FC1=CC=C(C=C1)C1=NC=2C(=NC=CC2)N1CC(=O)O (2-(4-fluorophenyl)-3H-imidazo[4,5-b]pyridine-3-acetic acid), C(=O)(N1C=NC=C1)N1C=NC=C1 (1,1'-carbonyldiimidazole), CN (methylamine), solution. As a reaction SMILES: [F:1][C:2]1[CH:7]=[CH:6][C:5]([C:8]2[N:16]([CH2:17][C:18]([OH:20])=O)[C:11]3=[N:12][CH:13]=[CH:14][CH:15]=[C:10]3[N:9]=2)=[CH:4][CH:3]=1.[C:21](N1C=CN=C1)([N:23]1C=CN=C1)=O.CN>O1CCCC1>[F:1][C:2]1[CH:3]=[CH:4][C:5]([C:8]2[N:16]([CH2:17][C:18]([NH:23][CH3:21])=[O:20])[C:11]3=[N:12][CH:13]=[CH:14][CH:15]=[C:10]3[N:9]=2)=[CH:6][CH:7]=1. The product is FC1=CC=C(C=C1)C1=NC=2C(=NC=CC2)N1CC(=O)NC (2-(4-Fluorophenyl)-N-methyl-3H-imidazo[4,5-b]pyridine-3-acetamide). RXN SMILES: [C:1]([N:8]1[CH2:12][C@@H:11]([NH:13][CH:14]2[CH2:19][CH2:18][C:17]([CH3:21])([CH3:20])[CH2:16][CH2:15]2)[CH2:10][C@H:9]1[C:22]([O:24][CH3:25])=[O:23])([O:3][C:4]([CH3:7])([CH3:6])[CH3:5])=[O:2].[CH3:26][C:27](OC(C)=O)=[O:28]>N1C=CC=CC=1>[C:1]([N:8]1[CH2:12][C@@H:11]([N:13]([C:27](=[O:28])[CH3:26])[CH:14]2[CH2:19][CH2:18][C:17]([CH3:20])([CH3:21])[CH2:16][CH2:15]2)[CH2:10][C@H:9]1[C:22]([O:24][CH3:25])=[O:23])([O:3][C:4]([CH3:7])([CH3:6])[CH3:5])=[O:2]. Procedure details: Methyl (2S,4S)-1-BOC-4-[(4,4-dimethylcyclohexyl)amino]pyrrolidine-2-carboxylate (1.01 g, 2.84 mmol) obtained in Step A, was dissolved in pyridine (5 mL), and Ac2O (1.34 mL, 14.20 mmol) was added thereto at room temperature. The reaction solution was heated to 90° C. and was stirred for 2 hours. After the reaction was completed, CuSO4.5H2O aqueous solution was added and the solution was extracted with EtOAc. The extracted organic solution was dried over MgSO4 and concentrated in vacuo. The obtain... Run at temperature 90 celsius, time 2 hour. Reactants: CC(=O)OC(=O)C (Ac2O), C(=O)(OC(C)(C)C)N1[C@@H](C[C@@H](C1)NC1CCC(CC1)(C)C)C(=O)OC (Methyl (2S,4S)-1-BOC-4-[(4,4-dimethylcyclohexyl)amino]pyrrolidine-2-carboxylate), CuSO4.5H2O. Isolated yield 87.0%. Product: C(=O)(OC(C)(C)C)N1[C@@H](C[C@@H](C1)N(C1CCC(CC1)(C)C)C(C)=O)C(=O)OC (Methyl (2S,4S)-1-Boc-4-[acetyl(4,4-dimethylcyclohexyl)amino]pyrrolidine-2-carboxylate). The solvent is N1=CC=CC=C1 (pyridine).